From a dataset of the Open Reaction Database (ORD), a public repository of structured organic reaction records. describe an organic reaction: reactants, conditions, products, and yield The reactants are FC1=C(C=CC(=C1)I)NC1=C(C(=O)O)C=CN=C1 (3-[(2-fluoro-4-iodophenyl)amino]isonicotinic acid), FC1=C(C=CC(=C1)I)NC1=C(C(=O)O)C=CN=C1 (3-[(2-fluoro-4-iodophenyl)amino]isonicotinic acid), FC1=C(CN)C=CC(=C1)F (2,4-difluorobenzylamine). The product is FC1=C(CNC(C2=C(C=NC=C2)NC2=C(C=C(C=C2)I)F)=O)C=CC(=C1)F (N-(2,4-difluorobenzyl)-3-[(2-fluoro-4-iodophenyl)amino]isonicotinamide). As a reaction SMILES: [F:1][C:2]1[CH:7]=[C:6]([I:8])[CH:5]=[CH:4][C:3]=1[NH:9][C:10]1[CH:18]=[N:17][CH:16]=[CH:15][C:11]=1[C:12]([OH:14])=O.[F:19][C:20]1[CH:27]=[C:26]([F:28])[CH:25]=[CH:24][C:21]=1[CH2:22][NH2:23]>>[F:19][C:20]1[CH:27]=[C:26]([F:28])[CH:25]=[CH:24][C:21]=1[CH2:22][NH:23][C:12](=[O:14])[C:11]1[CH:15]=[CH:16][N:17]=[CH:18][C:10]=1[NH:9][C:3]1[CH:4]=[CH:5][C:6]([I:8])=[CH:7][C:2]=1[F:1]. Procedure details: N-(2,4-difluorobenzyl)-3-[(2-fluoro-4-iodophenyl)amino]isonicotinamide was synthesized according to the procedure for General Method 1, outlined above, starting with 0.33 mmol of 3-[(2-fluoro-4-iodophenyl)amino]isonicotinic acid (intermediate 1) and 0.49 mmol of 2,4-difluorobenzylamine. LC/MS [6.28 min; 484 (M+1)] Reactants: O=C(O)CCCCCC(=O)CCc1ccc(Cl)cc1, Cl, [K+], NN, [OH-], O, O, OCCOCCO. Yields the product O=C(O)CCCCCCCCc1ccc(Cl)cc1. RXN SMILES: [Cl:3][c:4]1[cH:5][cH:6][c:7]([CH2:10][CH2:11][C:12]([CH2:13][CH2:14][CH2:15][CH2:16][CH2:17][C:18](=[O:19])[OH:20])=[O:21])[cH:8][cH:9]1.[ClH:25].[K+:2].[NH2:23][NH2:24].[OH-:1].[OH2:22].[OH2:33].[OH:26][CH2:27][CH2:28][O:29][CH2:30][CH2:31][OH:32]>>[Cl:3][c:4]1[cH:5][cH:6][c:7]([CH2:10][CH2:11][CH2:12][CH2:13][CH2:14][CH2:15][CH2:16][CH2:17][C:18](=[O:19])[OH:20])[cH:8][cH:9]1. The reactants are CCCCCC(CC(=O)OC)c1ccc(OCCCBr)cc1OC, C[S-], CCCCCC(CC(=O)O)c1ccc(OCCCOC)cc1OC, CO, CCOC(C)=O, [Na+]. The product is CCCCCC(CC(=O)OC)c1ccc(OCCCSC)cc1OC. As a reaction SMILES: [Br:4][CH2:5][CH2:6][CH2:7][O:8][c:9]1[cH:10][c:11]([O:26][CH3:27])[c:12]([CH:15]([CH2:16][C:17](=[O:18])[O:19][CH3:20])[CH2:21][CH2:22][CH2:23][CH2:24][CH3:25])[cH:13][cH:14]1.[CH3:1][S-:2].[CH3:28][O:29][CH2:30][CH2:31][CH2:32][O:33][c:34]1[cH:35][cH:36][c:37]([CH:38]([CH2:39][CH2:40][CH2:41][CH2:42][CH3:43])[CH2:44][C:45]([OH:46])=[O:47])[c:48]([O:49][CH3:50])[cH:51]1.[CH3:52][OH:53].[CH3:54][CH2:55][O:56][C:57](=[O:58])[CH3:59].[Na+:3]>>[CH3:1][S:2][CH2:5][CH2:6][CH2:7][O:8][c:9]1[cH:10][c:11]([O:26][CH3:27])[c:12]([CH:15]([CH2:16][C:17](=[O:18])[O:19][CH3:20])[CH2:21][CH2:22][CH2:23][CH2:24][CH3:25])[cH:13][cH:14]1. The reactants are BrBr (bromine), NCC(=O)OCC (ethyl 2-aminoacetate), C(C)OC(OCC)OCC (triethoxymethane), C(#N)CC(=O)OCC (ethyl 2-cyanoacetate), N1C(NC(CC1)=O)=O (Dihydropyrimidine-dione), C(CC)NC(=O)N (1-propylurea). The product is N1CN=C2N=CNC2=C1 (dihydropurine), O=C1N(C(C=2N(C=NC2N1)CC(=O)OCC)=O)CCC (ethyl 2-(2,6-dioxo-1-propyl-2,3-dihydro-1H-purin-7(6H)-yl)acetate). Reaction SMILES: [NH:1]1[CH2:6][CH2:5][C:4](=O)[NH:3][C:2]1=O.[CH2:9]([NH:12][C:13]([NH2:15])=[O:14])[CH2:10][CH3:11].[C:16]([CH2:18][C:19]([O:21]CC)=O)#[N:17].BrBr.[NH2:26][CH2:27][C:28]([O:30][CH2:31][CH3:32])=[O:29].C(OC(OCC)OCC)C>>[NH:1]1[CH:6]=[C:5]2[C:4]([N:12]=[CH:13][NH:15]2)=[N:3][CH2:2]1.[O:14]=[C:13]1[NH:17][C:16]2[N:1]=[CH:2][N:26]([CH2:27][C:28]([O:30][CH2:31][CH3:32])=[O:29])[C:18]=2[C:19](=[O:21])[N:12]1[CH2:9][CH2:10][CH3:11]. Procedure: Dihydropyrimidine-dione 2 can be prepared by reacting 1-propylurea (1) and ethyl 2-cyanoacetate, which can be subsequently treated with bromine, ethyl 2-aminoacetate, and triethoxymethane to yield compound 6, ethyl 2-(2,6-dioxo-1-propyl-2,3-dihydro-1H-purin-7(6H)-yl)acetate. The obtained dihydropurine 6 can be transformed to compound 10 through methylation, hydrolysis, and a coupling reaction under CDI. RXN SMILES: [CH:1]1([CH2:6][CH2:7][NH:8][C:9]2[CH:19]=[CH:18][C:12]([C:13]([O:15]CC)=[O:14])=[CH:11][CH:10]=2)[CH2:5][CH2:4][CH2:3][CH2:2]1.[OH-].[K+].Cl>C(O)C.O>[CH:1]1([CH2:6][CH2:7][NH:8][C:9]2[CH:19]=[CH:18][C:12]([C:13]([OH:15])=[O:14])=[CH:11][CH:10]=2)[CH2:5][CH2:4][CH2:3][CH2:2]1 |f:1.2,4.5|. Reactants: C1(CCCC1)CCNC1=CC=C(C(=O)OCC)C=C1 (ethyl p-[2-(cyclopentyl)ethylamino]benzoate), [OH-].[K+] (potassium hydroxide), Cl (hydrochloric acid). Reported procedure: A solution of 2 g. of ethyl p-[2-(cyclopentyl)ethylamino]benzoate in 50 ml. of ethanol:water (9:1) containing 2 g. of potassium hydroxide is stirred at the reflux temperature under argon atmosphere for 3 hours. The chilled solution is acidified with concentrated hydrochloric acid, diluted with 45 ml. of water, and filtered to furnish 1.52 g. of white crystals. Recrystallization from ethanol/hexane provided product as white crystals. The solvent is C(C)O.O (ethanol water). The product is C1(CCCC1)CCNC1=CC=C(C(=O)O)C=C1 (p-[2-(cyclopentyl)ethylamino]benzoic acid). Starting materials: FC1=C(C(=C2C=CN(C2=C1)S(=O)(=O)C1=CC=CC=C1)CO)O (6-fluoro-4-(hydroxymethyl)-1-(phenylsulfonyl)-1H-indol-5-ol). The reagents and catalysts are O=[Mn]=O (MnO2). Run in C(Cl)Cl.CO (CH2Cl2 MeOH). Run at time 30 minute. Yields the product FC=1C(=C(C=2C=CN(C2C1)S(=O)(=O)C1=CC=CC=C1)C=O)O (6-Fluoro-5-hydroxy-1-(phenylsulfonyl)-1H-indole-4-carbaldehyde). Isolated yield 26.3%. As a reaction SMILES: [F:1][C:2]1[CH:10]=[C:9]2[C:5]([CH:6]=[CH:7][N:8]2[S:11]([C:14]2[CH:19]=[CH:18][CH:17]=[CH:16][CH:15]=2)(=[O:13])=[O:12])=[C:4]([CH2:20][OH:21])[C:3]=1[OH:22]>C(Cl)Cl.CO.O=[Mn]=O>[F:1][C:2]1[C:3]([OH:22])=[C:4]([CH:20]=[O:21])[C:5]2[CH:6]=[CH:7][N:8]([S:11]([C:14]3[CH:19]=[CH:18][CH:17]=[CH:16][CH:15]=3)(=[O:13])=[O:12])[C:9]=2[CH:10]=1 |f:1.2|. Reported procedure: A solution of 6-fluoro-1-(phenylsulfonyl)-1H-indol-5-ol (200 mg, 687 μmol; Intermediate 95) in MeOH (2.14 mL) was treated with 2M NaOH (860 μL) and formaldehyde (2 mL of a 37 wt. % solution in H2O, 26.8 mmol) and heated in an Emrys optimizer (MW) at 120° C. for 5 min. The solvent was removed in vacuo, the residue taken up with H2O and 1M HCl (pH 1), extracted with EtOAc (3×), washed with sat. NaHCO3, brine, dried (Na2SO4) and the solvent removed in vacuo to yield a brownish syrup (265 mg), which... The reactants are [Al+3], O=C(O)C1CCC(C(F)(F)F)CC1, [H-], [H-], [H-], [H-], [Li+], [Na+], C1CCOC1, [OH-], O. Product: OCC1CCC(C(F)(F)F)CC1. RXN SMILES: [Al+3:15].[F:1][C:2]([CH:3]1[CH2:4][CH2:5][CH:6]([C:9](=[O:10])[OH:11])[CH2:7][CH2:8]1)([F:12])[F:13].[H-:14].[H-:17].[H-:18].[H-:19].[Li+:16].[Na+:22].[O:23]1[CH2:24][CH2:25][CH2:26][CH2:27]1.[OH-:21].[OH2:20]>>[F:1][C:2]([CH:3]1[CH2:4][CH2:5][CH:6]([CH2:9][OH:10])[CH2:7][CH2:8]1)([F:12])[F:13]. Starting materials: COC(=O)C=1C=C2N=C(C(=NC2=CC1)NN)Cl (3-chloro-2-hydrazino-quinoxaline-6-carboxylic acid methyl ester), COC(OC)(OC)OC (tetramethylorthocarbonate). Run at temperature 23 celsius. Yields the product COC(=O)C=1C=C2N=C(C=3N(C2=CC1)C(=NN3)OC)Cl (4-chloro-1-methoxy-[1,2,4]triazolo[4,3-a]quinoxaline-7-carboxylic acid methyl ester). Reaction SMILES: [CH3:1][O:2][C:3]([C:5]1[CH:6]=[C:7]2[C:12](=[CH:13][CH:14]=1)[N:11]=[C:10]([NH:15][NH2:16])[C:9]([Cl:17])=[N:8]2)=[O:4].[CH3:18][O:19][C:20](OC)(OC)OC>>[CH3:1][O:2][C:3]([C:5]1[CH:6]=[C:7]2[C:12](=[CH:13][CH:14]=1)[N:11]1[C:18]([O:19][CH3:20])=[N:16][N:15]=[C:10]1[C:9]([Cl:17])=[N:8]2)=[O:4]. Procedure details: A solution of 3-chloro-2-hydrazino-quinoxaline-6-carboxylic acid methyl ester (890 mg) in tetramethylorthocarbonate (10 mL) was heated at 100° C. for three hrs. After cooling to 23° C., the precipitated solid was isolated by filtration and rinsed with EtOAc, providing 4-chloro-1-methoxy-[1,2,4]triazolo[4,3-a]quinoxaline-7-carboxylic acid methyl ester as an orange solid. MS (M+H)+=293.2. Reactants: BrC=1C=C2C(=C(C=NC2=CC1)C(=O)C1CC1)Cl ((6-bromo-4-chloroquinolin-3-yl)(cyclopropyl)methanone), CN(CCNC1=NC=C(C=C1)N)C (N2-(2-(dimethylamino)ethyl)pyridine-2,5-diamine). Product: BrC=1C=C2C(=C(C=NC2=CC1)C(=O)C1CC1)NC=1C=NC(=CC1)NCCN(C)C ((6-bromo-4-(6-(2-(dimethylamino)ethylamino)pyridin-3-ylamino)quinolin-3-yl)(cyclopropyl)methanone). The yield is 66.0%. Reaction SMILES: [Br:1][C:2]1[CH:3]=[C:4]2[C:9](=[CH:10][CH:11]=1)[N:8]=[CH:7][C:6]([C:12]([CH:14]1[CH2:16][CH2:15]1)=[O:13])=[C:5]2Cl.[CH3:18][N:19]([CH3:30])[CH2:20][CH2:21][NH:22][C:23]1[CH:28]=[CH:27][C:26]([NH2:29])=[CH:25][N:24]=1>>[Br:1][C:2]1[CH:3]=[C:4]2[C:9](=[CH:10][CH:11]=1)[N:8]=[CH:7][C:6]([C:12]([CH:14]1[CH2:16][CH2:15]1)=[O:13])=[C:5]2[NH:29][C:26]1[CH:25]=[N:24][C:23]([NH:22][CH2:21][CH2:20][N:19]([CH3:30])[CH3:18])=[CH:28][CH:27]=1. Procedure: Following General procedure C, (6-bromo-4-chloroquinolin-3-yl)(cyclopropyl)methanone (311 mg, 1 mmol) was reacted with N2-(2-(dimethylamino)ethyl)pyridine-2,5-diamine (270 mg, 1.5 mmol) to afford the desired product (300 mg, 66%) as a yellow solid: ESI MS m/z 454 [C22H24BrN5O+H]+. The reactants are CC(=O)O[BH-](OC(C)=O)OC(C)=O, CCS(=O)(=O)N1CCC(c2c[nH]c3c(C(N)=O)cc(-c4ccc(C=O)cc4)cc23)CC1, CCC(N)CC, CS(C)=O, CC(=O)O, [Na+]. Yields the product CCC(CC)NCc1ccc(-c2cc(C(N)=O)c3[nH]cc(C4CCN(S(=O)(=O)CC)CC4)c3c2)cc1. As a reaction SMILES: [C:38]([O:39][BH-:40]([O:41][C:42](=[O:43])[CH3:44])[O:45][C:46](=[O:47])[CH3:48])(=[O:49])[CH3:50].[CH2:1]([CH3:2])[S:3](=[O:4])(=[O:5])[N:6]1[CH2:7][CH2:8][CH:9]([c:12]2[cH:13][nH:14][c:15]3[c:16]([C:29](=[O:30])[NH2:31])[cH:17][c:18](-[c:21]4[cH:22][cH:23][c:24]([CH:27]=[O:28])[cH:25][cH:26]4)[cH:19][c:20]23)[CH2:10][CH2:11]1.[CH3:32][CH2:33][CH:34]([CH2:35][CH3:36])[NH2:37].[CH3:52][S:53]([CH3:54])=[O:55].[CH3:56][C:57](=[O:58])[OH:59].[Na+:51]>>[CH2:1]([CH3:2])[S:3](=[O:4])(=[O:5])[N:6]1[CH2:7][CH2:8][CH:9]([c:12]2[cH:13][nH:14][c:15]3[c:16]([C:29](=[O:30])[NH2:31])[cH:17][c:18](-[c:21]4[cH:22][cH:23][c:24]([CH2:27][NH:37][CH:34]([CH2:33][CH3:32])[CH2:35][CH3:36])[cH:25][cH:26]4)[cH:19][c:20]23)[CH2:10][CH2:11]1.